This data is from the Open Reaction Database (ORD), a public repository of structured organic reaction records. The task is: describe an organic reaction: reactants, conditions, products, and yield Yields the product CC(C)(C)OC(=O)NC1CCN(c2cc3c(cc2F)c(=O)c(C(=O)O)c2n3CCS2)C1. Reaction SMILES: [C:20]([CH3:21])([CH3:22])([CH3:23])[O:24][C:25](=[O:26])[NH:27][CH:28]1[CH2:29][NH:30][CH2:31][CH2:32]1.[Cl:1][c:2]1[c:3]([F:19])[cH:4][c:5]2[c:6](=[O:18])[c:7]([C:15](=[O:16])[OH:17])[c:8]3[n:9]([c:10]2[cH:11]1)[CH2:12][CH2:13][S:14]3.[cH:33]1[cH:34][cH:35][n:36][cH:37][cH:38]1>>[c:2]1([N:30]2[CH2:29][CH:28]([NH:27][C:25]([O:24][C:20]([CH3:21])([CH3:22])[CH3:23])=[O:26])[CH2:32][CH2:31]2)[c:3]([F:19])[cH:4][c:5]2[c:6](=[O:18])[c:7]([C:15](=[O:16])[OH:17])[c:8]3[n:9]([c:10]2[cH:11]1)[CH2:12][CH2:13][S:14]3. The reactants are CC(C)(C)OC(=O)NC1CCNC1, O=C(O)c1c2n(c3cc(Cl)c(F)cc3c1=O)CCS2, c1ccncc1.